describe an organic reaction: reactants, conditions, products, and yield From a dataset of the Open Reaction Database (ORD), a public repository of structured organic reaction records. Starting materials: O=[N+]([O-])O, CC(N)CO[N+](=O)[O-], O=C1NC(C(=O)O)CS1. The product is CC(CO[N+](=O)[O-])NC(=O)C1CSC(=O)N1. As a reaction SMILES: [N+:10]([O-:11])([OH:12])=[O:13].[N+:14](=[O:15])([O-:16])[O:17][CH2:18][CH:19]([CH3:20])[NH2:21].[O:1]=[C:2]1[S:3][CH2:4][CH:5]([C:7](=[O:8])[OH:9])[NH:6]1>>[O:1]=[C:2]1[S:3][CH2:4][CH:5]([C:7](=[O:9])[NH:21][CH:19]([CH2:18][O:17][N+:14](=[O:15])[O-:16])[CH3:20])[NH:6]1. The reactants are C1COCCN1, CO, CC(C)(C)OC(=O)C(Cc1cccc2ccccc12)CC1CO1. Yields the product CC(C)(C)OC(=O)C(Cc1cccc2ccccc12)CC(O)CN1CCOCC1. RXN SMILES: [CH2:24]1[CH2:25][O:26][CH2:27][CH2:28][NH:29]1.[CH3:30][OH:31].[O:1]1[CH:2]([CH2:3][CH:4]([C:5](=[O:6])[O:7][C:8]([CH3:9])([CH3:10])[CH3:11])[CH2:12][c:13]2[cH:14][cH:15][cH:16][c:17]3[cH:18][cH:19][cH:20][cH:21][c:22]23)[CH2:23]1>>[OH:1][CH:2]([CH2:3][CH:4]([C:5](=[O:6])[O:7][C:8]([CH3:9])([CH3:10])[CH3:11])[CH2:12][c:13]1[cH:14][cH:15][cH:16][c:17]2[cH:18][cH:19][cH:20][cH:21][c:22]12)[CH2:23][N:29]1[CH2:24][CH2:25][O:26][CH2:27][CH2:28]1. The reactants are CC1=CC=C(C=C1)C(C)=O (1-(4-methylphenyl)ethanone), [Na] (Sodium), C(C)OC(C(=O)OCC)=O (diethyloxalate). The solvent is CC(C)(C)OC (MTBE), CO (MeOH), CC(C)(C)OC (MTBE). Conditions: time 1 hour. Product: CC1=CC=C(C=C1)C(CC(C(=O)OC)=O)=O (methyl 4-(4-methylphenyl)-2,4-dioxobutanoate). Yield: 48.5%. RXN SMILES: [Na].C(O[C:5](=[O:11])[C:6]([O:8][CH2:9]C)=[O:7])C.[CH3:12][C:13]1[CH:18]=[CH:17][C:16]([C:19](=[O:21])[CH3:20])=[CH:15][CH:14]=1>CO.CC(OC)(C)C>[CH3:12][C:13]1[CH:18]=[CH:17][C:16]([C:19](=[O:21])[CH2:20][C:5](=[O:11])[C:6]([O:8][CH3:9])=[O:7])=[CH:15][CH:14]=1 |^1:0|. Procedure details: Sodium (1.0 g, 43 mmol) was dissolved in MeOH (50 mL) and then evaporated to a dry white powder. To the powder was added MTBE (100 mL) and diethyloxalate (5.14 g, 35.2 mmol). To the resulting solution was added a solution of 1-(4-methylphenyl)ethanone (5.0 g, 37.3 mmol) in MTBE (50 mL) dropwise over 45 min. The resulting suspension was allowed to stir for 1 h, and the precipitate was filtered and washed with MTBE/hexanes (1:1, 50 mL). The solid was suspended in 1 N HCl (100 mL) and extracted wit...